This data is from the Open Reaction Database (ORD), a public repository of structured organic reaction records. The task is: describe an organic reaction: reactants, conditions, products, and yield The reactants are [N+](=O)([O-])C1=CC=C(C=C1)CCC(=O)O (3-(4-nitrophenyl)propanoic acid), CO (MeOH), O=S(Cl)Cl (SOCl2). Yields the product [N+](=O)([O-])C1=CC=C(C=C1)CCC(=O)OC (methyl 3-(4-nitrophenyl)propanoate). Yield: 84.0%. Reaction SMILES: [N+:1]([C:4]1[CH:9]=[CH:8][C:7]([CH2:10][CH2:11][C:12]([OH:14])=[O:13])=[CH:6][CH:5]=1)([O-:3])=[O:2].O=S(Cl)Cl.[CH3:19]O>>[N+:1]([C:4]1[CH:5]=[CH:6][C:7]([CH2:10][CH2:11][C:12]([O:14][CH3:19])=[O:13])=[CH:8][CH:9]=1)([O-:3])=[O:2]. Procedure details: 3-(4-nitrophenyl)propanoic acid (500 mg, 2.56 mmol) was dissolved in MeOH (10 ml). SOCl2 (0.374 ml, 5.12 mmol) was added at 0° C., and the reaction was refluxed for 2 hours. The solvent was evaporated under vacuum, and the crude product was triturated in petroleum ether to give methyl 3-(4-nitrophenyl)propanoate (450 mg, 2.151 mmol, 84% yield). Starting materials: [Cl-], Cl, NC(Cc1c[nH]c2ccccc12)C(=O)O, [Na+]. The product is Cl, NC(Cc1c[nH]c2ccccc12)C(=O)O. RXN SMILES: [Cl-:3].[ClH:1].[NH2:4][CH:5]([CH2:6][c:7]1[cH:8][nH:9][c:10]2[cH:11][cH:12][cH:13][cH:14][c:15]12)[C:16]([OH:17])=[O:18].[Na+:2]>>[ClH:1].[NH2:4][CH:5]([CH2:6][c:7]1[cH:8][nH:9][c:10]2[cH:11][cH:12][cH:13][cH:14][c:15]12)[C:16](=[O:17])[OH:18]. Starting materials: CCOC(C)=O, C1COCCN1, CO, ClC(Cl)Cl, ClC(Cl)Cl, COc1ccc(C2CCOCC2)c2sc(NC(=O)c3ccnc(CCl)c3)nc12, ClCCl, [Na+], [Na+], O=C([O-])[O-]. Yields the product COc1ccc(C2CCOCC2)c2sc(NC(=O)c3ccnc(CN4CCOCC4)c3)nc12. Reaction SMILES: [C:50]([O:51][CH2:52][CH3:53])(=[O:54])[CH3:55].[CH2:29]1[CH2:30][O:31][CH2:32][CH2:33][NH:34]1.[CH3:44][OH:45].[CH:46]([Cl:47])([Cl:48])[Cl:49].[CH:56]([Cl:57])([Cl:58])[Cl:59].[Cl:1][CH2:2][c:3]1[cH:4][c:5]([C:6](=[O:7])[NH:8][c:9]2[s:10][c:11]3[c:12]([n:13]2)[c:14]([O:24][CH3:25])[cH:15][cH:16][c:17]3[CH:18]2[CH2:19][CH2:20][O:21][CH2:22][CH2:23]2)[cH:26][cH:27][n:28]1.[Cl:35][CH2:36][Cl:37].[Na+:38].[Na+:39].[O-:40][C:41](=[O:42])[O-:43]>>[CH2:2]([c:3]1[cH:4][c:5]([C:6](=[O:7])[NH:8][c:9]2[s:10][c:11]3[c:12]([n:13]2)[c:14]([O:24][CH3:25])[cH:15][cH:16][c:17]3[CH:18]2[CH2:19][CH2:20][O:21][CH2:22][CH2:23]2)[cH:26][cH:27][n:28]1)[N:34]1[CH2:29][CH2:30][O:31][CH2:32][CH2:33]1. The product is CC=1C=CC(=C(C(=O)NC2C(CCC2)CC2=NC=C(C=C2)C(F)(F)F)C1)N1N=CC=N1 (5-Methyl-2-(2H-1,2,3-triazol-2-yl)-N-(2-{[5-(trifluoromethyl)pyridin-2-yl]methyl}cyclopentyl)benzamide). Solvent: CN(C)C=O (DMF). Procedure details: To a solution of 2-{[5-(trifluoromethyl)pyridin-2-yl]methyl}cyclopentan-1-amine hydrochloride (Intermediate 36; 0.60 g, 2.44 mmol) in DMF (5 ml) was added DIPEA (0.63 g, 4.80 mmol), TBTU (0.94 g, 2.93 mmol) and added 5-methyl-2-(2H-1,2,3-triazol-2-yl)benzoic acid (Intermediate 6; 0.49 g, 2.44 mmol). The reaction was stirred at room temperature for 1 hour and then partitioned between ethyl acetate (50 ml) and water (10.0 ml). The aqueous layer was further extracted with ethyl acetate (50 ml) and ... As a reaction SMILES: Cl.[F:2][C:3]([F:18])([F:17])[C:4]1[CH:5]=[CH:6][C:7]([CH2:10][CH:11]2[CH2:15][CH2:14][CH2:13][CH:12]2[NH2:16])=[N:8][CH:9]=1.CCN(C(C)C)C(C)C.CN(C(ON1N=NC2C=CC=CC1=2)=[N+](C)C)C.[B-](F)(F)(F)F.[CH3:50][C:51]1[CH:52]=[CH:53][C:54]([N:60]2[N:64]=[CH:63][CH:62]=[N:61]2)=[C:55]([CH:59]=1)[C:56](O)=[O:57]>CN(C=O)C>[CH3:50][C:51]1[CH:52]=[CH:53][C:54]([N:60]2[N:64]=[CH:63][CH:62]=[N:61]2)=[C:55]([CH:59]=1)[C:56]([NH:16][CH:12]1[CH2:13][CH2:14][CH2:15][CH:11]1[CH2:10][C:7]1[CH:6]=[CH:5][C:4]([C:3]([F:17])([F:2])[F:18])=[CH:9][N:8]=1)=[O:57] |f:0.1,3.4|. Starting materials: CC=1C=CC(=C(C(=O)O)C1)N1N=CC=N1 (5-methyl-2-(2H-1,2,3-triazol-2-yl)benzoic acid), CC=1C=CC(=C(C(=O)O)C1)N1N=CC=N1 (5-methyl-2-(2H-1,2,3-triazol-2-yl)benzoic acid), Cl.FC(C=1C=CC(=NC1)CC1C(CCC1)N)(F)F (2-{[5-(trifluoromethyl)pyridin-2-yl]methyl}cyclopentan-1-amine hydrochloride), Cl.FC(C=1C=CC(=NC1)CC1C(CCC1)N)(F)F (2-{[5-(trifluoromethyl)pyridin-2-yl]methyl}cyclopentan-1-amine hydrochloride), CCN(C(C)C)C(C)C (DIPEA), CN(C)C(=[N+](C)C)ON1C2=C(C=CC=C2)N=N1.[B-](F)(F)(F)F (TBTU). Run at time 1 hour.